From a dataset of the Open Reaction Database (ORD), a public repository of structured organic reaction records. describe an organic reaction: reactants, conditions, products, and yield Yields the product Cn1c(CCC(=O)O)ccc1C(=O)c1ccc(Cl)cc1. Starting materials: CCO, CCOC(=O)CCc1ccc(C(=O)c2ccc(Cl)cc2)n1C, [Na+], [OH-]. Reaction SMILES: [CH3:25][CH2:26][OH:27].[Cl:1][c:2]1[cH:3][cH:4][c:5]([C:6](=[O:7])[c:8]2[cH:9][cH:10][c:11]([CH2:14][CH2:15][C:16](=[O:17])[O:18][CH2:19][CH3:20])[n:12]2[CH3:13])[cH:21][cH:22]1.[Na+:24].[OH-:23]>>[Cl:1][c:2]1[cH:3][cH:4][c:5]([C:6](=[O:7])[c:8]2[cH:9][cH:10][c:11]([CH2:14][CH2:15][C:16](=[O:17])[OH:18])[n:12]2[CH3:13])[cH:21][cH:22]1. Reactants: CC(=O)O, C1CCOC1, CO, O=Cc1ccc2nc(N3CCN(C4CC4)CC3)sc2c1, NC1CC1. The product is c1cc2nc(N3CCN(C4CC4)CC3)sc2cc1CNC1CC1. As a reaction SMILES: [C:27]([OH:28])(=[O:29])[CH3:30].[CH2:31]1[O:32][CH2:33][CH2:34][CH2:35]1.[CH3:25][OH:26].[CH:1]1([N:4]2[CH2:5][CH2:6][N:7]([c:10]3[s:11][c:12]4[c:13]([n:14]3)[cH:15][cH:16][c:17]([CH:19]=[O:20])[cH:18]4)[CH2:8][CH2:9]2)[CH2:2][CH2:3]1.[CH:21]1([NH2:24])[CH2:22][CH2:23]1>>[CH:1]1([N:4]2[CH2:5][CH2:6][N:7]([c:10]3[s:11][c:12]4[c:13]([n:14]3)[cH:15][cH:16][c:17]([CH2:19][NH:24][CH:21]3[CH2:22][CH2:23]3)[cH:18]4)[CH2:8][CH2:9]2)[CH2:2][CH2:3]1. Starting materials: ClC(C(=O)OCC)C(CCC)O (ethyl 2-chloro-3-hydroxyhexanoate), C(C)O (ethanol), [O-]CC.[Na+].C(C)O (sodium ethoxide ethanol). Solvent: CCCCCC (Hexane). Run at time 30 minute. Product: C(CC)[C@H]1[C@@H](O1)C(=O)OCC (ethyl (2R,3S)-3-propyl-2-oxiranecarboxylate). The yield is 87.0%. Reaction SMILES: Cl[CH:2]([CH:8]([OH:12])[CH2:9][CH2:10][CH3:11])[C:3]([O:5][CH2:6][CH3:7])=[O:4].C(O)C.[O-]CC.[Na+].C(O)C>CCCCCC>[CH2:9]([C@@H:8]1[O:12][C@H:2]1[C:3]([O:5][CH2:6][CH3:7])=[O:4])[CH2:10][CH3:11] |f:2.3.4|. Procedure: Ethyl 2-chloro-3-hydroxyhexanoate synthesized in Example 9 (0.8 g, 4 mmol), ethanol (3 ml) and 20% sodium ethoxide/ethanol solution (1.52 g, 1.1 equivalents) were mixed, and the mixture was stirred at room temperature for 30 minutes. Hexane (10 ml) was added, and the mixture was washed with water (10 ml×twice). After the mixture was dried with anhydrous magnesium sulfate, the inorganic salt was separated by filtration. The filtrate was concentrated under reduced pressure. The title compound was ...